This data is from the Open Reaction Database (ORD), a public repository of structured organic reaction records. The task is: describe an organic reaction: reactants, conditions, products, and yield Reactants: OCC1=COC2=NC=CC=C21 (3-Hydroxymethylfuro[2,3-b]pyridine), S(=O)(Cl)Cl (thionyl chloride), C([O-])([O-])=O.[K+].[K+] (potassium carbonate), Cl.ClC1=CC=C(C=C1)C=1CCNCC1 (4-(4-chlorophenyl)-1,2,3,6-tetrahydropyridine hydrochloride). The solvent is O (water). The product is ClC1=CC=C(C=C1)C=1CCN(CC1)CC1=COC2=NC=CC=C21 (3-(4-(4-Chlorophenyl)-1,2,3,6-tetrahydropyridin-1-yl)methylfuro[2,3-b]pyridine). The yield is 53.5%. RXN SMILES: O[CH2:2][C:3]1[C:11]2[C:6](=[N:7][CH:8]=[CH:9][CH:10]=2)[O:5][CH:4]=1.S(Cl)(Cl)=O.C(=O)([O-])[O-].[K+].[K+].Cl.[Cl:23][C:24]1[CH:29]=[CH:28][C:27]([C:30]2[CH2:31][CH2:32][NH:33][CH2:34][CH:35]=2)=[CH:26][CH:25]=1>O>[Cl:23][C:24]1[CH:29]=[CH:28][C:27]([C:30]2[CH2:35][CH2:34][N:33]([CH2:2][C:3]3[C:11]4[C:6](=[N:7][CH:8]=[CH:9][CH:10]=4)[O:5][CH:4]=3)[CH2:32][CH:31]=2)=[CH:26][CH:25]=1 |f:2.3.4,5.6|. Procedure: 3-Hydroxymethylfuro[2,3-b]pyridine (101.5 mg, 0.681 mmol) was treated with thionyl chloride (2 ml) and the solution stirred at room temperature for an hour. The mixture was concentrated in vacuo, toluene added (5 ml) and evaporated to dryness. The residue was dissolved in anhydrous dimethylformamide (5 ml), potassium carbonate (0.47 g, 3.40 mmol) and 4-(4-chlorophenyl)-1,2,3,6-tetrahydropyridine hydrochloride (173.3 mg, 0.753 mmol) were added and the mixture stirred at room temperature, under ni... Starting materials: C(CC)NC(C1=CC(=CC=C1)Br)=O (N-n-propyl-3-bromobenzamide), C1(=CC=CC2=CC=CC=C12)B(O)O (1-naphthylboronic acid). Yields the product C(CC)NC(C1=CC(=CC=C1)C1=CC=CC2=CC=CC=C12)=O (N-n-propyl-3-(1-naphthyl)-benzamide). The yield is 75.0%. As a reaction SMILES: [CH2:1]([NH:4][C:5](=[O:13])[C:6]1[CH:11]=[CH:10][CH:9]=[C:8](Br)[CH:7]=1)[CH2:2][CH3:3].[C:14]1(B(O)O)[C:23]2[C:18](=[CH:19][CH:20]=[CH:21][CH:22]=2)[CH:17]=[CH:16][CH:15]=1>>[CH2:1]([NH:4][C:5](=[O:13])[C:6]1[CH:11]=[CH:10][CH:9]=[C:8]([C:22]2[C:23]3[C:18](=[CH:17][CH:16]=[CH:15][CH:14]=3)[CH:19]=[CH:20][CH:21]=2)[CH:7]=1)[CH2:2][CH3:3]. Procedure: Using Preparation Method 2, N-n-propyl-3-bromobenzamide from Example 1A was reacted with 1-naphthylboronic acid. The resulting reaction mixture was purified using SiO2 with CH2Cl2/Petroleum ether 80:20 to CH2Cl2/AcOH 80:20 to give a thick yellow oil (75%). NMR 1H (ppm, CDCl3): 7.92-7.78 (m, 5H), 7.67-7.40 (m, 6H), 6.16 (br. s., 1H), 3.50-3.36 (m, 2H), 1.64 (sext., J3=7.33 Hz, 2H), 0.97 (t, J3=7.38 Hz, 3H). Starting materials: polyvinylidene chloride, O1C=CC=C1 (furan), polyvinyl chloride, O1CCCC1 (Tetrahydrofuran). Yields the product C#C (acetylene), C=O (formaldehyde), C(C#CC)(O)O (butynediol). As a reaction SMILES: [O:1]1C=C[CH:3]=[CH:2]1.[O:6]1[CH2:10][CH2:9][CH2:8][CH2:7]1>>[CH:2]#[CH:3].[CH2:7]=[O:6].[CH:10]([OH:6])([OH:1])[C:9]#[C:8][CH3:7]. Procedure: Tetrahydrofuran is useful as a solvent for polymeric materials, such as polyvinyl chloride and polyvinylidene chloride, and is produced by various processes; for example, catalytic hydrogenation of furan produced by decarbonylation of fulfural; reacting acetylene and formaldehyde to obtain butynediol, followed by hydrogenation and dehydrocyclization to produce tetrahydrofuran, and reacting diacetic ester of 1,4-butanediol with water in the presence of an acid catalyst (refer to British Patent 1,... The reactants are Cl, NC(Cc1c[nH]c2ccccc12)C(F)(F)F, Cc1cc(C)c(S(=O)(=O)Cl)c(C)c1, c1ccncc1. Yields the product Cc1cc(C)c(S(=O)(=O)NC(Cc2c[nH]c3ccccc23)C(F)(F)F)c(C)c1. Reaction SMILES: [ClH:36].[F:1][C:2]([CH:3]([CH2:4][c:5]1[cH:6][nH:7][c:8]2[cH:9][cH:10][cH:11][cH:12][c:13]12)[NH2:14])([F:15])[F:16].[c:17]1([CH3:29])[c:18]([S:25](=[O:26])(=[O:27])[Cl:28])[c:19]([CH3:24])[cH:20][c:21]([CH3:23])[cH:22]1.[cH:30]1[cH:31][cH:32][n:33][cH:34][cH:35]1>>[F:1][C:2]([CH:3]([CH2:4][c:5]1[cH:6][nH:7][c:8]2[cH:9][cH:10][cH:11][cH:12][c:13]12)[NH:14][S:25]([c:18]1[c:17]([CH3:29])[cH:22][c:21]([CH3:23])[cH:20][c:19]1[CH3:24])(=[O:26])=[O:27])([F:15])[F:16]. Reactants: FC1=CC=C(C=C1)CC1=CN=C2C(=C(C(NC2=C1)=O)C(=O)OCC)O (ethyl 7-[(4-fluorophenyl)methyl]-4-hydroxy-2-oxo-1,2-dihydro-1,5-naphthyridine-3-carboxylate), NCCOC(C)C (2-aminoethylisopropylether). Yields the product FC1=CC=C(C=C1)CC1=CN=C2C(=C(C(NC2=C1)=O)C(=O)NCCOC(C)C)O (7-[(4-fluorophenyl)methyl]-4-hydroxy-N-{2-[(1-methylethyl)oxy]ethyl}-2-oxo-1,2-dihydro-1,5-naphthyridine-3-carboxamide). Reaction SMILES: [F:1][C:2]1[CH:7]=[CH:6][C:5]([CH2:8][C:9]2[CH:18]=[C:17]3[C:12]([C:13]([OH:25])=[C:14]([C:20](OCC)=[O:21])[C:15](=[O:19])[NH:16]3)=[N:11][CH:10]=2)=[CH:4][CH:3]=1.[NH2:26][CH2:27][CH2:28][O:29][CH:30]([CH3:32])[CH3:31]>>[F:1][C:2]1[CH:7]=[CH:6][C:5]([CH2:8][C:9]2[CH:18]=[C:17]3[C:12]([C:13]([OH:25])=[C:14]([C:20]([NH:26][CH2:27][CH2:28][O:29][CH:30]([CH3:32])[CH3:31])=[O:21])[C:15](=[O:19])[NH:16]3)=[N:11][CH:10]=2)=[CH:4][CH:3]=1. Reported procedure: This compound was prepared from ethyl 7-[(4-fluorophenyl)methyl]-4-hydroxy-2-oxo-1,2-dihydro-1,5-naphthyridine-3-carboxylate and 2-aminoethylisopropylether employing methods similar to those described in Example 2 and was obtained as a white solid: 1H NMR (d6-DMSO) δ 11.72 (1H, br s), 10.88 (1H, br s), 10.06 (1H, br s), 8.18 (1H, s), 7.30-7.25 (3H, m), 7.16-7.11 (2H, m), 3.98 (2H, br s), 3.57-3.54 (1H, m), 3.50-3.38 (4H, m), 1.08 (6H, d, J=5.7 Hz); HRMS calcd for C21H22FN3O4+H+: 400.1667. Found ... Starting materials: O=C(OCc1ccccc1)N1CCC(O)C(F)C1, CCCCc1nnc(Cl)cc1-c1ccc(OC2CCCCC2)cc1, C1CCOC1, CC(C)(C)[O-], CCOC(C)=O, [K+]. The product is CCCCc1nnc(OC2CCN(C(=O)OCc3ccccc3)CC2F)cc1-c1ccc(OC2CCCCC2)cc1. Reaction SMILES: [CH2:1]([c:2]1[cH:3][cH:4][cH:5][cH:6][cH:7]1)[O:8][C:9](=[O:10])[N:11]1[CH2:12][CH:13]([F:18])[CH:14]([OH:17])[CH2:15][CH2:16]1.[CH2:25]([CH2:26][CH2:27][CH3:28])[c:29]1[n:30][n:31][c:32]([Cl:48])[cH:33][c:34]1-[c:35]1[cH:36][cH:37][c:38]([O:41][CH:42]2[CH2:43][CH2:44][CH2:45][CH2:46][CH2:47]2)[cH:39][cH:40]1.[CH2:49]1[O:50][CH2:51][CH2:52][CH2:53]1.[CH3:19][C:20]([CH3:21])([O-:22])[CH3:23].[CH3:54][CH2:55][O:56][C:57]([CH3:58])=[O:59].[K+:24]>>[CH2:1]([c:2]1[cH:3][cH:4][cH:5][cH:6][cH:7]1)[O:8][C:9](=[O:10])[N:11]1[CH2:12][CH:13]([F:18])[CH:14]([O:17][c:32]2[n:31][n:30][c:29]([CH2:25][CH2:26][CH2:27][CH3:28])[c:34](-[c:35]3[cH:36][cH:37][c:38]([O:41][CH:42]4[CH2:43][CH2:44][CH2:45][CH2:46][CH2:47]4)[cH:39][cH:40]3)[cH:33]2)[CH2:15][CH2:16]1. Starting materials: Nc1ccccc1Br, CN(C)C=O, CCN=C=NCCCN(C)C, Cl, c1ccncc1, CC(C)(C)OC(=O)N1CCN(C(=O)OCC2c3ccccc3-c3ccccc32)C(CC(=O)O)C1. Yields the product CC(C)(C)OC(=O)N1CCN(C(=O)OCC2c3ccccc3-c3ccccc32)C(CC(=O)Nc2ccccc2Br)C1. As a reaction SMILES: [Br:1][c:2]1[c:3]([NH2:4])[cH:5][cH:6][cH:7][cH:8]1.[CH3:43][N:44]([CH3:45])[CH:46]=[O:47].[CH3:49][N:50]([CH3:51])[CH2:52][CH2:53][CH2:54][N:55]=[C:56]=[N:57][CH2:58][CH3:59].[ClH:48].[cH:60]1[cH:61][cH:62][n:63][cH:64][cH:65]1.[cH:9]1[cH:10][cH:11][cH:12][c:13]2[c:21]1[CH:20]([CH2:22][O:23][C:24](=[O:25])[N:26]1[CH:27]([CH2:39][C:40](=[O:41])[OH:42])[CH2:28][N:29]([C:32](=[O:33])[O:34][C:35]([CH3:36])([CH3:37])[CH3:38])[CH2:30][CH2:31]1)[c:19]1[c:14]-2[cH:15][cH:16][cH:17][cH:18]1>>[Br:1][c:2]1[c:3]([NH:4][C:40]([CH2:39][CH:27]2[N:26]([C:24]([O:23][CH2:22][CH:20]3[c:19]4[c:14]([cH:15][cH:16][cH:17][cH:18]4)-[c:13]4[cH:12][cH:11][cH:10][cH:9][c:21]43)=[O:25])[CH2:31][CH2:30][N:29]([C:32](=[O:33])[O:34][C:35]([CH3:36])([CH3:37])[CH3:38])[CH2:28]2)=[O:41])[cH:5][cH:6][cH:7][cH:8]1.